From a dataset of the Open Reaction Database (ORD), a public repository of structured organic reaction records. describe an organic reaction: reactants, conditions, products, and yield Reactants: BrCC=1C=C2C(N=C(NC2=CC1)CCCC)=O (6-Bromomethyl-2-butylquinazolin-4(1H)-one), C(C)(=O)[O-].[Na+] (sodium acetate). Run in CN(C)C=O (DMF). Reaction conditions: temperature 60 celsius. Yields the product C(C)(=O)OCC=1C=C2C(N=C(NC2=CC1)CCCC)=O (6-Acetoxymethyl-2-butylquinazolin-4(1H)-one). Yield: 68.0%. Reaction SMILES: Br[CH2:2][C:3]1[CH:4]=[C:5]2[C:10](=[CH:11][CH:12]=1)[NH:9][C:8]([CH2:13][CH2:14][CH2:15][CH3:16])=[N:7][C:6]2=[O:17].[C:18]([O-:21])(=[O:20])[CH3:19].[Na+]>CN(C=O)C>[C:18]([O:21][CH2:2][C:3]1[CH:4]=[C:5]2[C:10](=[CH:11][CH:12]=1)[NH:9][C:8]([CH2:13][CH2:14][CH2:15][CH3:16])=[N:7][C:6]2=[O:17])(=[O:20])[CH3:19] |f:1.2|. Reported procedure: To a solution of 2.1 g (7.0 mmol) of the quinazolinone prepared in Example 18 in 15 mL of dry DMF was added 1.74 g (20.0 mmol) of sodium acetate. The mixture was heated to 60° C. for 3 hours. The reaction mixture was concentrated in vacuo and the residue dissolved in 100 mL of CH2Cl2. The solution was washed with water (3×20 mL), brine (1×20 mL) and dried over MgSO4. The mixture was filtered and concentrated in vacuo. The residue was recrystallized from MeOH/H2O to give the titled compound as a ... Starting materials: B.CSC (Borane dimethyl sulphide), COC1=CC=C(C=C1)N1CCC(CC1)C(=O)N (1-(4-methoxyphenyl) piperidine-4-carboxamide), Ice water. Solvent: O1CCCC1 (tetrahydrofuran). Reaction conditions: time 16 hour. The product is COC1=CC=C(C=C1)N1CCC(CC1)CN (1-[1-(4-methoxyphenyl)-piperid-4-yl]methylamine). The yield is 5.3%. RXN SMILES: B.CSC.[CH3:5][O:6][C:7]1[CH:12]=[CH:11][C:10]([N:13]2[CH2:18][CH2:17][CH:16]([C:19]([NH2:21])=O)[CH2:15][CH2:14]2)=[CH:9][CH:8]=1>O1CCCC1>[CH3:5][O:6][C:7]1[CH:8]=[CH:9][C:10]([N:13]2[CH2:18][CH2:17][CH:16]([CH2:19][NH2:21])[CH2:15][CH2:14]2)=[CH:11][CH:12]=1 |f:0.1|. Reported procedure: Borane-dimethyl sulphide complex (15 ml; 10M in dimethyl sulphide) was added dropwise at 15°-20° C., under nitrogen, to a stirred suspension of 1-(4-methoxyphenyl) piperidine-4-carboxamide (10 g) in tetrahydrofuran (95 ml). The mixture was heated under reflux for 4 hours then allowed to stand at ambient temperature for 16 hours. Ice water was added to destroy excess reducing agent then the mixture was acidified by the addition of hydrochloric acid (5M) and washed with ether (200 ml). The aqueous... RXN SMILES: [Cl:1][C:2]1[C:10]([C:11]#[N:12])=[CH:9][CH:8]=[C:7]2[C:3]=1[CH:4]=[C:5]([CH3:13])[NH:6]2.[Br:14][C:15]1[CH:16]=[N:17][CH:18]=[C:19]([C:21]2[O:22][C:23]([CH2:26]Cl)=[N:24][N:25]=2)[CH:20]=1>>[Br:14][C:15]1[CH:20]=[C:19]([C:21]2[O:22][C:23]([CH2:26][N:6]3[C:7]4[C:3](=[C:2]([Cl:1])[C:10]([C:11]#[N:12])=[CH:9][CH:8]=4)[CH:4]=[C:5]3[CH3:13])=[N:24][N:25]=2)[CH:18]=[N:17][CH:16]=1. The product is BrC=1C=C(C=NC1)C1=NN=C(O1)CN1C(=CC2=C(C(=CC=C12)C#N)Cl)C (1-{[5-(5-Bromo-3-pyridinyl)-1,3,4-oxadiazol-2-yl]methyl}-4-chloro-2-methyl-1H-indole-5-carbonitrile). Starting materials: ClC1=C2C=C(NC2=CC=C1C#N)C (4-chloro-2-methyl-1H-indole-5-carbonitrile), BrC=1C=NC=C(C1)C=1OC(=NN1)CCl (3-bromo-5-[5-(chloromethyl)-1,3,4-oxadiazol-2-yl]pyridine). Procedure details: Synthesized as described in Example 4 from 4-chloro-2-methyl-1H-indole-5-carbonitrile and 3-bromo-5-[5-(chloromethyl)-1,3,4-oxadiazol-2-yl]pyridine: 1H NMR (400 MHz, DMSO-d6) δ 9.05 (s, 1 H), 8.94 (s, 1 H), 8.48 (s, 1 H), 7.96 (s, 1 H), 7.85 (d, J=8.5 Hz, 1 H), 7.63 (d, J=8.5 Hz, 1 H), 5.96 (s, 2 H), 2.47 (s, 3 H); MS (ES) m/z 429 (M+1). The reactants are CCOc1cc2c(cc1Br)C(=O)CC(C)(C)O2, C1CCOC1, CC(C)[Mg+], [Cl-], Cc1ccc(S(=O)(=O)O)cc1. The product is CCOc1cc2c(cc1Br)C(C(C)C)=CC(C)(C)O2. RXN SMILES: [Br:6][c:7]1[cH:8][c:9]2[c:14]([cH:15][c:16]1[O:17][CH2:18][CH3:19])[O:13][C:12]([CH3:20])([CH3:21])[CH2:11][C:10]2=[O:22].[CH2:34]1[O:35][CH2:36][CH2:37][CH2:38]1.[CH:2]([CH3:3])([CH3:4])[Mg+:5].[Cl-:1].[c:23]1([CH3:24])[cH:25][cH:26][c:27]([S:28]([OH:29])(=[O:30])=[O:31])[cH:32][cH:33]1>>[CH:2]([CH3:3])([CH3:4])[C:10]1=[CH:11][C:12]([CH3:20])([CH3:21])[O:13][c:14]2[c:9]1[cH:8][c:7]([Br:6])[c:16]([O:17][CH2:18][CH3:19])[cH:15]2. The reactants are CN(C=O)C (N,N-dimethylformamide), NC1=C(C=C(C(=N1)N1C=C(C(C2=CC(=C(C(=C12)Cl)F)F)=O)C(=O)O)F)F (1-(6-amino-3,5-difluoropyridin-2-yl)-8-chloro-6,7-difluoro-4-oxo-1,4-dihydroquinoline-3-carboxylic acid), Cl.Cl.NC1(CNC1)C (3-amino-3-methylazetidine dihydrochloride), CN1CCCC1 (N-methylpyrrolidine). Solvent: C(C)O (ethanol). Run at temperature 90 celsius, time 40 minute. Yields the product NC1=C(C=C(C(=N1)N1C=C(C(C2=CC(=C(C(=C12)Cl)N1CC(C1)(C)N)F)=O)C(=O)O)F)F (1-(6-amino-3,5-difluoropyridin-2-yl)-7-(3-amino-3-methylazetidin-1-yl)-8-chloro-6-fluoro-4-oxo-1,4-dihydroquinoline-3-carboxylic acid). Yield: 68.3%. RXN SMILES: CN(C)C=O.[NH2:6][C:7]1[N:12]=[C:11]([N:13]2[C:22]3[C:17](=[CH:18][C:19]([F:25])=[C:20](F)[C:21]=3[Cl:23])[C:16](=[O:26])[C:15]([C:27]([OH:29])=[O:28])=[CH:14]2)[C:10]([F:30])=[CH:9][C:8]=1[F:31].Cl.Cl.[NH2:34][C:35]1([CH3:39])[CH2:38][NH:37][CH2:36]1.CN1CCCC1>C(O)C>[NH2:6][C:7]1[N:12]=[C:11]([N:13]2[C:22]3[C:17](=[CH:18][C:19]([F:25])=[C:20]([N:37]4[CH2:38][C:35]([NH2:34])([CH3:39])[CH2:36]4)[C:21]=3[Cl:23])[C:16](=[O:26])[C:15]([C:27]([OH:29])=[O:28])=[CH:14]2)[C:10]([F:30])=[CH:9][C:8]=1[F:31] |f:2.3.4|. Procedure: To 350 mg of N,N-dimethylformamide were added 80 mg of 1-(6-amino-3,5-difluoropyridin-2-yl)-8-chloro-6,7-difluoro-4-oxo-1,4-dihydroquinoline-3-carboxylic acid, 60 mg of 3-amino-3-methylazetidine dihydrochloride, and 150 mg of N-methylpyrrolidine, and the mixture was stirred at 90° C. for 40 minutes. After adding 0.5 ml of ethanol, the mixture was allowed to cool, and the precipitate was collected by filtration and washed with ethanol to obtain 64 mg of the title compound as a pale yellow powder. Reactants: [N+](=O)([O-])C=1C=C(C(C(=O)O)=CC1)C(=O)O (4-nitrophthalic acid), S(O)(O)(=O)=O (sulfuric acid). The solvent is C(C)O (ethanol). Conditions: temperature 120 celsius. Yields the product [N+](=O)([O-])C=1C=C(C(C(=O)OCCCC)=CC1)C(=O)OCCCC (di-n-butyl 4-nitrophthalate). Isolated yield 136.7%. RXN SMILES: [N+:1]([C:4]1[CH:5]=[C:6]([C:13]([OH:15])=[O:14])[C:7](=[CH:11][CH:12]=1)[C:8]([OH:10])=[O:9])([O-:3])=[O:2].S(=O)(=O)(O)O>C(O)C>[N+:1]([C:4]1[CH:5]=[C:6]([C:13]([O:15][CH2:13][CH2:6][CH2:7][CH3:8])=[O:14])[C:7](=[CH:11][CH:12]=1)[C:8]([O:10][CH2:5][CH2:4][CH2:12][CH3:11])=[O:9])([O-:3])=[O:2]. Reported procedure: 4-nitrophthalic acid (2.0 g, 9.5 mmol) was dissolved in 30 ml of absolute ethanol and then 0.3 ml of concentrated sulfuric acid was added. The mixture was heated at 120° C. for 24 hours, and the solvent was evaporated under reduced pressure. The oily residue was dissolved in diethyl ether and washed three times with water and once with 10% Na2CO3 solution. The ether solution was dried over anhydrous sodium sulfate. After evaporation of the solvent, a light yellow crude solid was obtained. The cr... Starting materials: ClC(Cl)(Cl)Cl, Cc1ccccc1COc1ccccc1C, O=C1CCC(=O)N1Br. The product is Cc1ccccc1COc1ccc(Br)cc1C. As a reaction SMILES: [C:25]([Cl:26])([Cl:27])([Cl:28])[Cl:29].[CH3:9][c:10]1[c:11]([CH2:12][O:13][c:14]2[c:15]([CH3:20])[cH:16][cH:17][cH:18][cH:19]2)[cH:21][cH:22][cH:23][cH:24]1.[O:1]=[C:2]1[N:3]([Br:8])[C:4](=[O:5])[CH2:6][CH2:7]1>>[Br:8][c:17]1[cH:16][c:15]([CH3:20])[c:14]([O:13][CH2:12][c:11]2[c:10]([CH3:9])[cH:24][cH:23][cH:22][cH:21]2)[cH:19][cH:18]1. Reactants: CC[O-], CCO, CS(C)=O, NC(=O)c1cc(-c2ccsc2)cc2c(C3CCN(S(=O)(=O)CCCCl)CC3)c[nH]c12, [Na+]. The product is CCOCCCS(=O)(=O)N1CCC(c2c[nH]c3c(C(N)=O)cc(-c4ccsc4)cc23)CC1. As a reaction SMILES: [CH3:32][CH2:33][O-:34].[CH3:35][CH2:36][OH:37].[CH3:38][S:39]([CH3:40])=[O:41].[Cl:1][CH2:2][CH2:3][CH2:4][S:5](=[O:6])(=[O:7])[N:8]1[CH2:9][CH2:10][CH:11]([c:14]2[cH:15][nH:16][c:17]3[c:18]([C:28](=[O:29])[NH2:30])[cH:19][c:20](-[c:23]4[cH:24][s:25][cH:26][cH:27]4)[cH:21][c:22]23)[CH2:12][CH2:13]1.[Na+:31]>>[CH2:2]([CH2:3][CH2:4][S:5](=[O:6])(=[O:7])[N:8]1[CH2:9][CH2:10][CH:11]([c:14]2[cH:15][nH:16][c:17]3[c:18]([C:28](=[O:29])[NH2:30])[cH:19][c:20](-[c:23]4[cH:24][s:25][cH:26][cH:27]4)[cH:21][c:22]23)[CH2:12][CH2:13]1)[O:34][CH2:33][CH3:32]. Reactants: COC(=O)CBr, C=CCC(C=O)CCCC, COB(OC)OC, [Cl-], [NH4+], C1CCOC1, OCC(O)CO, [Zn]. The product is C=CCC(CCCC)C(O)CC(=O)OC. Reaction SMILES: [Br:11][CH2:12][C:13](=[O:14])[O:15][CH3:16].[CH2:1]([CH:2]=[CH2:3])[CH:4]([CH:5]=[O:6])[CH2:7][CH2:8][CH2:9][CH3:10].[CH3:17][O:18][B:19]([O:20][CH3:21])[O:22][CH3:23].[Cl-:24].[NH4+:25].[O:33]1[CH2:34][CH2:35][CH2:36][CH2:37]1.[OH:27][CH2:28][CH:29]([CH2:30][OH:31])[OH:32].[Zn:26]>>[CH2:1]([CH:2]=[CH2:3])[CH:4]([CH:5]([OH:6])[CH2:12][C:13](=[O:14])[O:15][CH3:16])[CH2:7][CH2:8][CH2:9][CH3:10].